Dataset: the Open Reaction Database (ORD), a public repository of structured organic reaction records. Task: describe an organic reaction: reactants, conditions, products, and yield The reactants are BrB(Br)Br, COc1ccc(-c2cnc(Nc3ccccc3)s2)cc1, CO, ClCCl, Oc1ccc(-c2cnc(Nc3ccc(OCCN4CCCC4)cc3)s2)cc1. Product: Oc1ccc(-c2cnc(Nc3ccccc3)s2)cc1. RXN SMILES: [B:48]([Br:49])([Br:50])[Br:51].[CH3:28][O:29][c:30]1[cH:31][cH:32][c:33](-[c:34]2[s:35][c:36]([NH:37][c:38]3[cH:39][cH:40][cH:41][cH:42][cH:43]3)[n:44][cH:45]2)[cH:46][cH:47]1.[CH3:55][OH:56].[Cl:52][CH2:53][Cl:54].[N:1]1([CH2:2][CH2:3][O:4][c:9]2[cH:10][cH:11][c:12]([NH:15][c:16]3[s:17][c:18](-[c:21]4[cH:22][cH:23][c:24]([OH:27])[cH:25][cH:26]4)[cH:19][n:20]3)[cH:13][cH:14]2)[CH2:5][CH2:6][CH2:7][CH2:8]1>>[cH:9]1[cH:10][cH:11][c:12]([NH:15][c:16]2[s:17][c:18](-[c:21]3[cH:22][cH:23][c:24]([OH:27])[cH:25][cH:26]3)[cH:19][n:20]2)[cH:13][cH:14]1. The product is glucosinolate, CC/C=C\C/C=C\C/C=C\CCCCCCCC(=O)O (linolenic acid), C(CCCCCCC\C=C/CCCCCCCC)(=O)O (oleic acid). Procedure: In another aspect, the present invention comprises a canola cultivar comprising imidazolinone resistance and oleic acid content of greater than 70%. Preferably the canola cultivar further comprises protein value of greater than 45%, high yield (i.e., similar or superior to WCC/RRc check (46A65 and Q2)), glucosinolate value of less than 12%, less than 3% linolenic acid and oleic acid content of greater than 70%. More preferably, the canola cultivar further comprises blackleg (Leptosphaeria macula... Reaction SMILES: C1N=CNC1=O.[C:7]([OH:26])(=[O:25])[CH2:8][CH2:9][CH2:10][CH2:11][CH2:12][CH2:13][CH2:14]/[CH:15]=[CH:16]\[CH2:17][CH2:18][CH2:19][CH2:20][CH2:21][CH2:22][CH2:23][CH3:24]>>[CH3:24][CH2:23]/[CH:22]=[CH:21]\[CH2:20]/[CH:19]=[CH:18]\[CH2:17]/[CH:16]=[CH:15]\[CH2:14][CH2:13][CH2:12][CH2:11][CH2:10][CH2:9][CH2:8][C:7]([OH:26])=[O:25].[C:7]([OH:26])(=[O:25])[CH2:8][CH2:9][CH2:10][CH2:11][CH2:12][CH2:13][CH2:14]/[CH:15]=[CH:16]\[CH2:17][CH2:18][CH2:19][CH2:20][CH2:21][CH2:22][CH2:23][CH3:24]. The reactants are C(CCCCCCC\C=C/CCCCCCCC)(=O)O (oleic acid), C1C(=O)NC=N1 (imidazolinone). Starting materials: NC1=C(C(=CC2=C1N(C(CO2)=O)C)F)N2C(C=1CCCCC1C2=O)=O (2-[5-Amino-7-fluoro-4-methyl-2H-1,4-benzoxazine-3(4H)-on-6-yl]-4,5,6,7-tetrahydro-2H-isoindole-1,3-dione), C1=C(C=CC2=CC=CC=C12)C(=O)Cl (2-naphthoyl chloride). Run in O1CCOCC1 (dioxane). Yields the product C1=C(C=CC2=CC=CC=C12)C(=O)NC1=C(C(=CC2=C1N(C(CO2)=O)C)F)N2C(C=1CCCCC1C2=O)=O (2-[5-(2-naphthoyl)amino-7-fluoro-4-methyl-2H-1,4-benzoxazine-3(4H)-on-6-yl]-4,5,6,7-tetrahydro-2H-isoindole-1,3-dione). The yield is 34.6%. RXN SMILES: [NH2:1][C:2]1[C:7]2[N:8]([CH3:13])[C:9](=[O:12])[CH2:10][O:11][C:6]=2[CH:5]=[C:4]([F:14])[C:3]=1[N:15]1[C:23](=[O:24])[C:22]2[CH2:21][CH2:20][CH2:19][CH2:18][C:17]=2[C:16]1=[O:25].[CH:26]1[C:35]2[C:30](=[CH:31][CH:32]=[CH:33][CH:34]=2)[CH:29]=[CH:28][C:27]=1[C:36](Cl)=[O:37]>O1CCOCC1>[CH:26]1[C:35]2[C:30](=[CH:31][CH:32]=[CH:33][CH:34]=2)[CH:29]=[CH:28][C:27]=1[C:36]([NH:1][C:2]1[C:7]2[N:8]([CH3:13])[C:9](=[O:12])[CH2:10][O:11][C:6]=2[CH:5]=[C:4]([F:14])[C:3]=1[N:15]1[C:16](=[O:25])[C:17]2[CH2:18][CH2:19][CH2:20][CH2:21][C:22]=2[C:23]1=[O:24])=[O:37]. Procedure details: 2-[5-Amino-7-fluoro-4-methyl-2H-1,4-benzoxazine-3(4H)-on-6-yl]-4,5,6,7-tetrahydro-2H-isoindole-1,3-dione (0.3 g) and 2-naphthoyl chloride (0.19 g) were dissolved in anhydrous dioxane (10 ml) and the solution refluxed for 2 hr. Solvent was evaporated and the residue subjected to column chromatography on silica gel in hexane-ethyl acetate (6:4) to furnish the title compound (0.15 g). Reactants: CC#N, COc1ccc(CN(CCP(=O)(C(C)C)C(C)C)C(=O)OC(C)(C)C)cc1, O. Yields the product CC(C)P(=O)(CCNC(=O)OC(C)(C)C)C(C)C. RXN SMILES: [CH3:28][C:29]#[N:30].[CH:1]([CH3:2])([CH3:3])[P:4](=[O:5])([CH:6]([CH3:7])[CH3:8])[CH2:9][CH2:10][N:11]([C:12]([O:13][C:14]([CH3:15])([CH3:16])[CH3:17])=[O:18])[CH2:19][c:20]1[cH:21][cH:22][c:23]([O:24][CH3:25])[cH:26][cH:27]1.[OH2:31]>>[CH:1]([CH3:2])([CH3:3])[P:4](=[O:5])([CH:6]([CH3:7])[CH3:8])[CH2:9][CH2:10][NH:11][C:12]([O:13][C:14]([CH3:15])([CH3:16])[CH3:17])=[O:18]. The reactants are CC(=O)O, C=O, C1COCCN1, CC(O)c1cc2c(N)ncnn2c1, O. The product is CC(O)c1cc2c(N)ncnn2c1CN1CCOCC1. Reaction SMILES: [C:23]([OH:24])(=[O:25])[CH3:26].[CH2:14]=[O:15].[CH2:17]1[CH2:18][O:19][CH2:20][CH2:21][NH:22]1.[NH2:1][c:2]1[n:3][cH:4][n:5][n:6]2[c:7]1[cH:8][c:9]([CH:11]([CH3:12])[OH:13])[cH:10]2.[OH2:16]>>[NH2:1][c:2]1[n:3][cH:4][n:5][n:6]2[c:7]1[cH:8][c:9]([CH:11]([CH3:12])[OH:13])[c:10]2[CH2:14][N:22]1[CH2:17][CH2:18][O:19][CH2:20][CH2:21]1. The reactants are NC1=NC(=C(C(=C1C#N)C)C1=CC=CC=C1)C (2-Amino-4,6-dimethyl-5-phenyl-3-pyridinecarbonitrile), [OH-].[K+] (potassium hydroxide), C(CO)O (ethylene glycol), ice water. Yields the product NC1=NC(=C(C(=C1C(=O)O)C)C1=CC=CC=C1)C (2-AMINO-4,6-DIMETHYL-5-PHENYL-3-PYRIDINECARBOXYLIC ACID). As a reaction SMILES: [NH2:1][C:2]1[C:7](C#N)=[C:6](C)[C:5]([C:11]2[CH:16]=[CH:15][CH:14]=[CH:13][CH:12]=2)=[C:4]([CH3:17])[N:3]=1.[OH-:18].[K+].[CH2:20]([OH:23])[CH2:21]O>>[NH2:1][C:2]1[C:21]([C:20]([OH:23])=[O:18])=[C:6]([CH3:7])[C:5]([C:11]2[CH:16]=[CH:15][CH:14]=[CH:13][CH:12]=2)=[C:4]([CH3:17])[N:3]=1 |f:1.2|. Procedure: 2-Amino-4,6-dimethyl-5-phenyl-3-pyridinecarbonitrile (0.5 gram) and potassium hydroxide (1.0 gram) were heated in 15 ml ethylene glycol at approximately 165° C. for about 6 hours. The reaction mixture was poured into ice water and then made acidic to a pH of 4-5. A solid formed which was collected, washed with water and identified as the desired product by TLC and NMR. The reactants are C(C1=CC=CC=C1)N1CC(CCC1)N(C)C (1-benzyl-3-dimethylaminopiperidine), [H][H] (hydrogen). Reagents/catalysts: [Pd] (palladium on carbon). Solvent: CO (methanol). Product: CN(C1CNCCC1)C (3-dimethylaminopiperidine). As a reaction SMILES: C([N:8]1[CH2:13][CH2:12][CH2:11][CH:10]([N:14]([CH3:16])[CH3:15])[CH2:9]1)C1C=CC=CC=1.[H][H]>[Pd].CO>[CH3:15][N:14]([CH3:16])[CH:10]1[CH2:11][CH2:12][CH2:13][NH:8][CH2:9]1. Procedure: A mixture of 1-benzyl-3-dimethylaminopiperidine and 0.5 g. of 10 percent palladium on carbon in 100 ml. of methanol was heated to ca. 56°C. and shaken under ca. 40 psi of hydrogen until uptake ceased. The catalyst was filtered, and the solvent distilled at atmospheric pressure. Distillation of the residue afforded 3-dimethylaminopiperidine, b.p. 87°-89°C./28 mm. Starting materials: [OH-].[Na+] (NaOH), COC1=C(C(=O)OC)C=CC(=C1)CSC (methyl 2-methoxy-4-(methylthio-methyl)benzoate), ice water, B(Br)(Br)Br (BBr3). Run in C(Cl)Cl (CH2Cl2). Reaction conditions: time 15 minute. The product is OC1=C(C(=O)O)C=CC(=C1)CSC (2-Hydroxy-4-(methylthiomethyl)benzoic Acid). Isolated yield 64.0%. Reaction SMILES: C[O:2][C:3]1[CH:12]=[C:11]([CH2:13][S:14][CH3:15])[CH:10]=[CH:9][C:4]=1[C:5]([O:7]C)=[O:6].B(Br)(Br)Br.[OH-].[Na+]>C(Cl)Cl>[OH:2][C:3]1[CH:12]=[C:11]([CH2:13][S:14][CH3:15])[CH:10]=[CH:9][C:4]=1[C:5]([OH:7])=[O:6] |f:2.3|. Procedure: To a −78° C. mixture of methyl 2-methoxy-4-(methylthio-methyl)benzoate (5.29 (g, 23.36 mmol) and CH2Cl2 (80 mL) was added BBr3 (2.4 mL, 24.52 mmol) dropwise. The reaction was stirred for 15 min, warmed to room temperature and stirred for 6 h. The reaction mixture was added to ice/water (100 mL). The suspension was added 2 M NaOH to dissolve the precipitate. After partitioning, the organic layer was extracted with 2 M NaOH. The combined aqueous layer was washed with EtOAc, acidified with 12 N HCl... Starting materials: N([C@@H](CC1=CC=C(C=C1)F)C(=O)N([C@@H](C(C)C)C(=O)N([C@@H](CC1=CC(=C(C=C1)O)C(C)(C)C)C(=O)NOC)C)C)C(=O)OC(C)(C)C (Boc-Phe(4-F)-N-Me-Val-N-Me-Tyr(3-tBu)-NHOMe). Solvent: C(Cl)Cl (methylene chloride), C(=O)(C(F)(F)F)O (TFA). Conditions: time 30 minute. Yields the product N[C@@H](CC1=CC=C(C=C1)F)C(=O)N([C@@H](C(C)C)C(=O)N([C@@H](CC1=CC(=C(C=C1)O)C(C)(C)C)C(=O)NOC)C)C (Phe(4-F)-N-Me-Val-N-Me-Tyr(3-tBu)-NHOMe). Yield: 34.2%. RXN SMILES: [NH:1](C(OC(C)(C)C)=O)[C@H:2]([C:11]([N:13]([CH3:40])[C@H:14]([C:18]([N:20]([CH3:39])[C@H:21]([C:34]([NH:36][O:37][CH3:38])=[O:35])[CH2:22][C:23]1[CH:28]=[CH:27][C:26]([OH:29])=[C:25]([C:30]([CH3:33])([CH3:32])[CH3:31])[CH:24]=1)=[O:19])[CH:15]([CH3:17])[CH3:16])=[O:12])[CH2:3][C:4]1[CH:9]=[CH:8][C:7]([F:10])=[CH:6][CH:5]=1>C(Cl)Cl.C(O)(C(F)(F)F)=O>[NH2:1][C@H:2]([C:11]([N:13]([CH3:40])[C@H:14]([C:18]([N:20]([CH3:39])[C@H:21]([C:34]([NH:36][O:37][CH3:38])=[O:35])[CH2:22][C:23]1[CH:28]=[CH:27][C:26]([OH:29])=[C:25]([C:30]([CH3:33])([CH3:31])[CH3:32])[CH:24]=1)=[O:19])[CH:15]([CH3:17])[CH3:16])=[O:12])[CH2:3][C:4]1[CH:9]=[CH:8][C:7]([F:10])=[CH:6][CH:5]=1. Reported procedure: To a solution of Boc-Phe(4-F)-N-Me-Val-N-Me-Tyr(3-tBu)-NHOMe (972 mg, 1.508 mmol) in methylene chloride (10 ml), TFA (7 ml) was added and stirred for 30 min. The mixture was concentrated under reduced pressure and the thus obtained residue was subjected to silica gel column chromatography (developing solvent: methylene chloride:methanol=20:1), giving the titled compound (288 mg, 34%). The reactants are FC(CCCCN1N=CC(=C1)N)(C)F (1-(5,5-difluoro-hexyl)-1H-pyrazol-4-ylamine), FC(C1=C(C=CC=C1)/C=C/C(=O)O)(F)F ((E)-3-(2-trifluoromethyl-phenyl)-acrylic acid), 05b. Product: FC(CCCCN1N=CC(=C1)NC(\C=C\C1=C(C=CC=C1)C(F)(F)F)=O)(C)F ((E)-N-[1-(5,5-Difluoro-hexyl)-1H-pyrazol-4-yl]-3-(2-trifluoromethyl-phenyl)-acrylamide). As a reaction SMILES: [F:1][C:2]([F:14])([CH3:13])[CH2:3][CH2:4][CH2:5][CH2:6][N:7]1[CH:11]=[C:10]([NH2:12])[CH:9]=[N:8]1.[F:15][C:16]([F:29])([F:28])[C:17]1[CH:22]=[CH:21][CH:20]=[CH:19][C:18]=1/[CH:23]=[CH:24]/[C:25](O)=[O:26]>>[F:14][C:2]([F:1])([CH3:13])[CH2:3][CH2:4][CH2:5][CH2:6][N:7]1[CH:11]=[C:10]([NH:12][C:25](=[O:26])/[CH:24]=[CH:23]/[C:18]2[CH:19]=[CH:20][CH:21]=[CH:22][C:17]=2[C:16]([F:28])([F:29])[F:15])[CH:9]=[N:8]1. Procedure details: Following general procedure B, starting from 1-(5,5-difluoro-hexyl)-1H-pyrazol-4-ylamine and (E)-3-(2-trifluoromethyl-phenyl)-acrylic acid. LC-MS-conditions 05b: tR=1.12 min; [M+H]+=402.11.